Dataset: the Open Reaction Database (ORD), a public repository of structured organic reaction records. Task: describe an organic reaction: reactants, conditions, products, and yield Reactants: BrC1=CC=C(O1)C(=O)O (5-bromofuroic acid), C(=O)(C=1NC=CN1)C=1NC=CN1 (carbonyl diimidazole), ClC=1C(=NC=C(C1)C(F)(F)F)CN ((3-chloro-5-trifluoromethyl-2-pyridyl)methylamine). The solvent is ClCCl (dichloromethane). Run at time 8 hour. Product: ClC=1C(=NC=C(C1)C(F)(F)F)CNC(=O)C=1OC(=CC1)Br (N-[(3-Chloro-5-trifluoromethyl-2-pyridyl)methyl]-5-bromofuramide). RXN SMILES: [Br:1][C:2]1[O:6][C:5]([C:7]([OH:9])=O)=[CH:4][CH:3]=1.C(C1NC=CN=1)(C1NC=CN=1)=O.[Cl:22][C:23]1[C:24]([CH2:33][NH2:34])=[N:25][CH:26]=[C:27]([C:29]([F:32])([F:31])[F:30])[CH:28]=1>ClCCl>[Cl:22][C:23]1[C:24]([CH2:33][NH:34][C:7]([C:5]2[O:6][C:2]([Br:1])=[CH:3][CH:4]=2)=[O:9])=[N:25][CH:26]=[C:27]([C:29]([F:32])([F:30])[F:31])[CH:28]=1. Procedure: To a mixture of 5-bromofuroic acid (0.19 g) and carbonyl diimidazole (CDI) in dichloromethane was added (3-chloro-5-trifluoromethyl-2-pyridyl)methylamine and the mixture was stirred at room temperature overnight. The mixture was washed with 2M hydrochloric acid, then saturated sodium bicarbonate, dried (MgSO4) and evaporated to give the title product, m.p. 77.8° C.